From a dataset of the Open Reaction Database (ORD), a public repository of structured organic reaction records. describe an organic reaction: reactants, conditions, products, and yield The reactants are O=C([O-])[O-], Cc1cc([N+](=O)[O-])cc(C)c1F, CCOC(C)=O, CS(C)=O, [K+], [K+], O, CC(C)c1c[nH]c2ccc(O)cc12. Yields the product Cc1cc([N+](=O)[O-])cc(C)c1Oc1ccc2[nH]cc(C(C)C)c2c1. RXN SMILES: [C:14](=[O:15])([O-:16])[O-:17].[CH3:20][c:21]1[cH:22][c:23]([N+:29](=[O:30])[O-:31])[cH:24][c:25]([CH3:28])[c:26]1[F:27].[CH3:32][CH2:33][O:34][C:35](=[O:36])[CH3:37].[CH3:38][S:39]([CH3:40])=[O:41].[K+:18].[K+:19].[OH2:42].[OH:1][c:2]1[cH:3][c:4]2[c:5]([CH:11]([CH3:12])[CH3:13])[cH:6][nH:7][c:8]2[cH:9][cH:10]1>>[O:1]([c:2]1[cH:3][c:4]2[c:5]([CH:11]([CH3:12])[CH3:13])[cH:6][nH:7][c:8]2[cH:9][cH:10]1)[c:26]1[c:21]([CH3:20])[cH:22][c:23]([N+:29](=[O:30])[O-:31])[cH:24][c:25]1[CH3:28].